Dataset: the Open Reaction Database (ORD), a public repository of structured organic reaction records. Task: describe an organic reaction: reactants, conditions, products, and yield Reactants: CN(C)CC1=CC=C(N)C=C1 (p-dimethylaminomethylaniline), O (water), C(C(=C)C)(=O)Cl (methacrylic acid chloride), C(C)(=O)[O-].[Na+] (sodium acetate), C(C)(=O)[O-].[Na+] (sodium acetate), ice. Solvent: C(C)(=O)O (acetic acid), C(C)(=O)OCC (ethyl acetate). Conditions: time 30 minute. Yields the product CN(C)CC1=CC=C(C=C1)NC(C(=C)C)=O (N-(para-N,N-dimethylaminomethylphenyl)methacrylamide). Reaction SMILES: O.C([O-])(=O)C.[Na+].[CH3:7][N:8]([CH2:10][C:11]1[CH:17]=[CH:16][C:14]([NH2:15])=[CH:13][CH:12]=1)[CH3:9].[C:18](Cl)(=[O:22])[C:19]([CH3:21])=[CH2:20]>C(OCC)(=O)C.C(O)(=O)C>[CH3:9][N:8]([CH2:10][C:11]1[CH:17]=[CH:16][C:14]([NH:15][C:18](=[O:22])[C:19]([CH3:21])=[CH2:20])=[CH:13][CH:12]=1)[CH3:7] |f:1.2|. Procedure: In a 5 l three-necked flask were placed 1 l of water and 225.5 g. of sodium acetate. After dissolution of the sodium acetate with stirring, the resulting solution was cooled on an ice bath and 375 g. of p-dimethylaminomethylaniline and 400 ml of acetic acid were added thereto. The resulting mixture was cooled until the temperature became below 10° C. To the cooled mixture was added dropwise 287.4 g. of methacrylic acid chloride gradually to the extent that the temperature in the flask might not ...